This data is from the Open Reaction Database (ORD), a public repository of structured organic reaction records. The task is: describe an organic reaction: reactants, conditions, products, and yield Starting materials: C1(=CC=CC=C1)C (toluene), magnetite, C(N)([S-])=S.[Na+] (Sodium dithiocarbamate), magnetite, C(C(=C)C)(=O)[O-] (methacrylate), magnetite, magnetite, magnetite, layer 16, Magnetite, magnetite, ClCC1=CC=C(C=C1)CC[Si](OC)(OC)OC (2-(4-chloromethylphenyl)ethyltrimethoxysilane), [SiH4] (silane), C1(=CC=CC=C1)C (toluene). The solvent is CC(=O)C (acetone), CC(=O)C (acetone), O (water). Yields the product CC(=C)C(=O)OCC1CO1 (polyglycidyl methacrylate), magnetite. RXN SMILES: ClCC1C=CC(CC[Si](OC)(OC)[O:12]C)=CC=1.[SiH4].C(=S)([S-])N.[Na+].[C:24]([O-:29])(=[O:28])[C:25]([CH3:27])=[CH2:26].[C:30]1([CH3:36])C=CC=C[CH:31]=1>O.CC(C)=O>[CH3:26][C:25]([C:24]([O:29][CH2:36][CH:30]1[O:12][CH2:31]1)=[O:28])=[CH2:27] |f:2.3|. Reported procedure: First, a magnetic structure 2 having a coating layer 16 on the surface thereof is prepared. Magnetite particles are heated under a dry N2 atmosphere and are then dispersed in anhydrous toluene. To this magnetite particle/toluene dispersion liquid, 2-(4-chloromethylphenyl)ethyltrimethoxysilane as a silane-coupling agent is added for introducing a chloromethyl group to the magnetite particles. This reaction can be confirmed by detecting Cl atoms by XPS. The magnetite particles to which chloromethy... The reactants are Intermediate 100, C1(=CC=CC=C1)S(=O)(=O)N1C=CC=2C1=NC=CC2B2OC(C(O2)(C)C)(C)C (1-(phenylsulfonyl)-4-(4,4,5,5-tetramethyl-1,3,2-dioxaborolan-2-yl)-1H-pyrrolo[2,3-b]pyridine), BrC=1C(=NN(C1)CCN(C)C)C1=CC=C(C=C1)[N+](=O)[O-] (2-[4-bromo-3-(4-nitrophenyl)-1H-pyrazol-1-yl]-N,N-dimethylethanamine). Yields the product CN(CCN1N=C(C(=C1)C1=C2C(=NC=C1)N(C=C2)S(=O)(=O)C2=CC=CC=C2)C2=CC=C(C=C2)[N+](=O)[O-])C (N,N-dimethyl-2-{3-(4-nitrophenyl)-4-[1-(phenylsulfonyl)-1H-pyrrolo[2,3-b]pyridine-4-yl]-1H-pyrazol-1-yl}ethanamine). As a reaction SMILES: [C:1]1([S:7]([N:10]2[C:14]3=[N:15][CH:16]=[CH:17][C:18](B4OC(C)(C)C(C)(C)O4)=[C:13]3[CH:12]=[CH:11]2)(=[O:9])=[O:8])[CH:6]=[CH:5][CH:4]=[CH:3][CH:2]=1.Br[C:29]1[C:30]([C:39]2[CH:44]=[CH:43][C:42]([N+:45]([O-:47])=[O:46])=[CH:41][CH:40]=2)=[N:31][N:32]([CH2:34][CH2:35][N:36]([CH3:38])[CH3:37])[CH:33]=1>>[CH3:37][N:36]([CH3:38])[CH2:35][CH2:34][N:32]1[CH:33]=[C:29]([C:18]2[CH:17]=[CH:16][N:15]=[C:14]3[N:10]([S:7]([C:1]4[CH:2]=[CH:3][CH:4]=[CH:5][CH:6]=4)(=[O:9])=[O:8])[CH:11]=[CH:12][C:13]=23)[C:30]([C:39]2[CH:44]=[CH:43][C:42]([N+:45]([O-:47])=[O:46])=[CH:41][CH:40]=2)=[N:31]1. Reported procedure: Following the procedure described for Intermediate 100 using 1-(phenylsulfonyl)-4-(4,4,5,5-tetramethyl-1,3,2-dioxaborolan-2-yl)-1H-pyrrolo[2,3-b]pyridine and 2-[4-bromo-3-(4-nitrophenyl)-1H-pyrazol-1-yl]-N,N-dimethylethanamine provided the title compound. ESMS [M+H]+: 517.2. Starting materials: C(C)(C)(C)OC(=O)N1CCC(C2=CC=CC=C12)=O (1-tert-butyloxycarbonyl-1,2,3,4-tetrahydro-4-quinolinone), [Li+].CC(C)[N-]C(C)C (LDA). Run in C1CCOC1 (THF), C1CCOC1 (THF). Conditions: temperature -78 celsius, time 15 minute. Yields the product C(C)(C)(C)OC(=O)N1CC(C(C2=CC=CC=C12)=O)C (1-tert-butyloxycarbonyl-1,2,3,4-tetrahydro-3-methyl-4-quinolinone). The yield is 23.0%. RXN SMILES: [C:1]([O:5][C:6]([N:8]1[C:17]2[C:12](=[CH:13][CH:14]=[CH:15][CH:16]=2)[C:11](=[O:18])[CH2:10][CH2:9]1)=[O:7])([CH3:4])([CH3:3])[CH3:2].[Li+].[CH3:20]C([N-]C(C)C)C>C1COCC1>[C:1]([O:5][C:6]([N:8]1[C:17]2[C:12](=[CH:13][CH:14]=[CH:15][CH:16]=2)[C:11](=[O:18])[CH:10]([CH3:20])[CH2:9]1)=[O:7])([CH3:4])([CH3:2])[CH3:3] |f:1.2|. Procedure details: To a solution of 1-tert-butyloxycarbonyl-1,2,3,4-tetrahydro-4-quinolinone (structure 68A of Scheme LI, where R1-2 =H) (EXAMPLE 325) (500 mg, 0.002 mol) in THF (5 mL) at -78° C. was added 2.0M LDA in THF (1.01 mL, 0.002 mol). The reaction mixture was stirred at -78° C. for 15 min and iodomethylane (126 mL, 0.002 mol) was added all at once. The temperature was raised to 0° C. and the resulting mixture stirred for 4 h. The reaction was then quenched with sat'd NH4Cl (5 mL), extracted with ethyl ace... Yields the product ON=C(CCCNC(OC(C)(C)C)=O)C1=CC=CC=C1 ([4-(Hydroxyimino)-4-phenylbutyl]carbamic acid, 1,1-dimethylethyl ester). RXN SMILES: O=[C:2]([C:14]1[CH:19]=[CH:18][CH:17]=[CH:16][CH:15]=1)[CH2:3][CH2:4][CH2:5][NH:6][C:7](=[O:13])[O:8][C:9]([CH3:12])([CH3:11])[CH3:10].Cl.[NH2:21][OH:22].O.O.O.C([O-])(=O)C.[Na+]>C(O)C>[OH:22][N:21]=[C:2]([C:14]1[CH:19]=[CH:18][CH:17]=[CH:16][CH:15]=1)[CH2:3][CH2:4][CH2:5][NH:6][C:7](=[O:13])[O:8][C:9]([CH3:12])([CH3:11])[CH3:10] |f:1.2,3.4.5.6.7|. The reactants are O=C(CCCNC(OC(C)(C)C)=O)C1=CC=CC=C1 (1,1-dimethylethyl 4-oxo-4-phenylbutylcarbamate), Cl.NO (hydroxylamine hydrochloride), O.O.O.C(C)(=O)[O-].[Na+] (sodium acetate trihydrate). Solvent: C(C)O (ethanol). Procedure: A mixture of 1,1-dimethylethyl 4-oxo-4-phenylbutylcarbamate (2.4 g, 9.1 mmol), hydroxylamine hydrochloride (1.27 g, 2 equiv.) and sodium acetate trihydrate (2.5 g, 2 equiv.) was stirred and heated under reflux in 20% aqueous ethanol (60 ml) for 7 h. The reaction mixture was then concentrated and the residue partitioned between saturated aqueous sodium bicarbonate (100 ml) and ethyl acetate (200 ml). The organic extract was dried over magnesium sulphate and concentrated to afford a colourless sol... Yield: 94.8%. Starting materials: IC1=C(C=C(C(=O)O)C=C1)[N+](=O)[O-] (4-Iodo-3-nitrobenzoic acid), aqueous solution, CN (methylamine), O=S(Cl)Cl (sulfoxide chloride). Run in CN(C=O)C (N,N-dimethylformamide). The product is CNC(C1=CC(=C(C=C1)I)[N+](=O)[O-])=O (N-methyl-4-iodo-3-nitrobenzamide). Isolated yield 62.3%. RXN SMILES: [I:1][C:2]1[CH:10]=[CH:9][C:5]([C:6](O)=[O:7])=[CH:4][C:3]=1[N+:11]([O-:13])=[O:12].O=S(Cl)Cl.[CH3:18][NH2:19]>CN(C)C=O>[CH3:18][NH:19][C:6](=[O:7])[C:5]1[CH:9]=[CH:10][C:2]([I:1])=[C:3]([N+:11]([O-:13])=[O:12])[CH:4]=1. Reported procedure: 10 g (0.034 mol) 4-Iodo-3-nitrobenzoic acid (Compound VI-1) and 50 ml N,N-dimethylformamide were added into a reaction flask, stirred to dissolve, and cooled to below 10° C., and 7.5 ml (0.10 mol) sulfoxide chloride was added. After completion of the dropwise addition, the mixture was warmed to room temperature and reacted for one hour. The reaction mixture was poured into 200 ml aqueous solution of 30% methylamine with low temperature, stirred for 5 minutes to precipitate a solid, and then the ... Starting materials: OC1=C(C=C(C(=O)O)C=C1)[N+](=O)[O-] (4-hydroxy-3-nitrobenzoic acid), C(C)O (ethanol). Conditions: time 20 hour. Product: OC1=C(C=C(C(=O)OCC)C=C1)[N+](=O)[O-] (ethyl 4-hydroxy-3-nitrobenzoate). RXN SMILES: [OH:1][C:2]1[CH:10]=[CH:9][C:5]([C:6]([OH:8])=[O:7])=[CH:4][C:3]=1[N+:11]([O-:13])=[O:12].[CH2:14](O)[CH3:15]>>[OH:1][C:2]1[CH:10]=[CH:9][C:5]([C:6]([O:8][CH2:14][CH3:15])=[O:7])=[CH:4][C:3]=1[N+:11]([O-:13])=[O:12]. Reported procedure: To 500 ml of ethanol containing 4-hydroxy-3-nitrobenzoic acid (50.0 g) was added concentrated sulftuic acid (33.0 ml) and the resulting mixture was refluxed with stirring for 20 hours. After this reaction mixture was concentrated under a vacuum, the residue was diluted with water and then the crystal was collected by filtration. This crystal was suspended in water and neutralized in saturated aqueous sodium hydrogencarbonate solution. Thereafter, the crystal was collected by filtration, washed w... Starting materials: COC(=O)c1ccccc1S(N)(=O)=O, Cn1c(N)nc2nc(Cl)nc(Cl)c21, c1ccncc1. The product is COC(=O)c1ccccc1S(=O)(=O)Nc1nc2nc(Cl)nc(Cl)c2n1C. As a reaction SMILES: [C:1](=[O:2])([O:3][CH3:4])[c:5]1[c:6]([S:11](=[O:12])(=[O:13])[NH2:14])[cH:7][cH:8][cH:9][cH:10]1.[NH2:15][c:16]1[n:17][c:18]2[n:19][c:20]([Cl:27])[n:21][c:22]([Cl:26])[c:23]2[n:24]1[CH3:25].[cH:28]1[cH:29][cH:30][n:31][cH:32][cH:33]1>>[C:1](=[O:2])([O:3][CH3:4])[c:5]1[c:6]([S:11](=[O:12])(=[O:13])[NH:14][c:16]2[n:17][c:18]3[n:19][c:20]([Cl:27])[n:21][c:22]([Cl:26])[c:23]3[n:24]2[CH3:25])[cH:7][cH:8][cH:9][cH:10]1.